Dataset: the Open Reaction Database (ORD), a public repository of structured organic reaction records. Task: describe an organic reaction: reactants, conditions, products, and yield The reactants are CS(=O)(=O)C (dimethyl sulfone), C(CCC)[Li] (n-butyllithium), B(F)(F)F.CCOCC (boron trifluoride etherate), C(C)OC=1C=C(C=O)C=CC1OC (3-ethoxy-4-methoxybenzaldehyde), C[Si]([N-][Si](C)(C)C)(C)C.[Li+] (lithium hexamethyldisilazide), sulfone. Run in O1CCCC1 (tetrahydrofuran), CCOCC (ether), O1CCCC1 (tetrahydrofuran), CCCCCC (hexane). Conditions: temperature 78 celsius, time 25 minute. Product: C(C)OC=1C=C(C=CC1OC)C(CS(=O)(=O)C)N (1-(3-ethoxy-4-methoxyphenyl)-2-methylsulfonylethylamine). Yield: 38.7%. Reaction SMILES: [CH3:1][S:2]([CH3:5])(=[O:4])=[O:3].C([Li])CCC.[CH2:11]([O:13][C:14]1[CH:15]=[C:16]([CH:19]=[CH:20][C:21]=1[O:22][CH3:23])[CH:17]=O)[CH3:12].C[Si](C)(C)[N-:26][Si](C)(C)C.[Li+].B(F)(F)F.CCOCC>O1CCCC1.CCCCCC.CCOCC>[CH2:11]([O:13][C:14]1[CH:15]=[C:16]([CH:17]([NH2:26])[CH2:1][S:2]([CH3:5])(=[O:4])=[O:3])[CH:19]=[CH:20][C:21]=1[O:22][CH3:23])[CH3:12] |f:3.4,5.6|. Reported procedure: To a stirred solution of dimethyl sulfone (3.70 g, 39.4 mmol) in tetrahydrofuran (350 mL), was added n-butyllithium (17.5 mL, 2.5 M, 43.8 mmol) under nitrogen at -78° C. and the mixture was stirred at 78° C. for 25 min. To a stirred solution of 3-ethoxy-4-methoxybenzaldehyde (7.10 g, 39.4 mmol) in tetrahydrofuran (40 mL) under nitrogen in a separate flask at 0° C. was added lithium hexamethyldisilazide (43.0 mL, 1.0 M, 43.0 mmol) in hexane. After 15 min, boron trifluoride etherate (10.0 mL, 78.9... Starting materials: O=C([O-])[O-], Cc1ccccc1, COC(=O)c1cc(Cl)cnc1Cl, Oc1cccc(F)c1, [K+], [K+]. Product: COC(=O)c1cc(Cl)cnc1Oc1cccc(F)c1. RXN SMILES: [C:21](=[O:22])([O-:23])[O-:24].[CH3:27][c:28]1[cH:29][cH:30][cH:31][cH:32][cH:33]1.[Cl:1][c:2]1[c:3]([C:4](=[O:5])[O:6][CH3:7])[cH:8][c:9]([Cl:12])[cH:10][n:11]1.[F:13][c:14]1[cH:15][c:16]([OH:20])[cH:17][cH:18][cH:19]1.[K+:25].[K+:26]>>[c:2]1([O:20][c:16]2[cH:15][c:14]([F:13])[cH:19][cH:18][cH:17]2)[c:3]([C:4](=[O:5])[O:6][CH3:7])[cH:8][c:9]([Cl:12])[cH:10][n:11]1. Reactants: CSC1=C(C=CC=C1)CCl (1-methylsulfanyl-2-chloromethyl-benzene), S(=S)(=O)([O-])[O-].[Na+].[Na+] (sodium thiosulfate), BrBr (bromine), ClCCl (dichloromethane). Reagents/catalysts: [Fe] (iron). Run in O (water), C(C)(=O)OCC (ethyl acetate). Reaction conditions: time 2 hour. Yields the product BrC1=CC(=C(C=C1)SC)Cl (4-bromo-2-chloro-1-methylsulfanyl-benzene). Yield: 87.0%. RXN SMILES: [CH3:1][S:2][C:3]1C=[CH:7][CH:6]=[CH:5][C:4]=1CCl.[Br:11]Br.Cl[CH2:14][Cl:15].S([O-])([O-])(=O)=S.[Na+].[Na+]>[Fe].C(OCC)(=O)C.O>[Br:11][C:6]1[CH:5]=[CH:4][C:3]([S:2][CH3:1])=[C:14]([Cl:15])[CH:7]=1 |f:3.4.5|. Reported procedure: Combine 1-methylsulfanyl-2-chloromethyl-benzene (3.7 g, 23 mmol), iron (130 mg, 2.3 mmol), bromine (1.2 mL, 238 mmol), and dichloromethane (150 mL). Stir for 2 hours. Add water (10 mL), aqueous saturated sodium thiosulfate (100 mL) and ethyl acetate (100 mL). Separate the organic layer and wash with brine, dry with MgSO4, filter and concentrate in vacuo. Chromatograph the residue on a SiO2 column eluting with hexane to give 4.8 g of 4-bromo-2-chloro-1-methylsulfanyl-benzene (87%). RXN SMILES: Cl[C:2]1[N:7]=[C:6]2[NH:8][N:9]=[C:10]([C:11]3[C:16]([F:17])=[CH:15][CH:14]=[CH:13][C:12]=3[F:18])[C:5]2=[CH:4][N:3]=1.[F:19][C:20]1[CH:26]=[CH:25][C:23]([NH2:24])=[CH:22][CH:21]=1>>[F:18][C:12]1[CH:13]=[CH:14][CH:15]=[C:16]([F:17])[C:11]=1[C:10]1[C:5]2[C:6](=[N:7][C:2]([NH:24][C:23]3[CH:25]=[CH:26][C:20]([F:19])=[CH:21][CH:22]=3)=[N:3][CH:4]=2)[NH:8][N:9]=1. The yield is 59.0%. Procedure: The compound was prepared from 6-chloro-3-(2,6-difluoro-phenyl)-1H-pyrazolo[3,4-d]pyrimidine (Example 12) and 4-fluoroaniline (Aldrich) in an analogous manner as described in Example 32 (160° C.). Filtration and washing with 2-propanol after the reaction gave the title product (59%). MS (M+H)+, 342.1 The reactants are ClC1=NC=C2C(=N1)NN=C2C2=C(C=CC=C2F)F (6-Chloro-3-(2,6-difluoro-phenyl)-1H-pyrazolo[3,4-d]pyrimidine), FC1=CC=C(N)C=C1 (4-fluoroaniline). Product: FC1=C(C(=CC=C1)F)C1=NNC2=NC(=NC=C21)NC2=CC=C(C=C2)F ([3-(2,6-Difluoro-phenyl)-1H-pyrazolo[3,4-d]pyrimidin-6-yl]-(4-fluoro-phenyl)-amine). Product: NC(=NC(C=1C(C(C(=C(C1)C)N1C=NC=C1)=S(=O)=O)C)=O)N (N-Diaminomethylene-2-methyl-4-(1-imidazolyl)-5-methyl-sulfonylbenzamide). Reaction conditions: time 3 hour. The solvent is O (Water), CO (methanol), CN1C(CCC1)=O (N-methylpyrrolidone). Reported procedure: A solution of 2.54 g of guanidine and 2.41 g of methyl 2-methyl-4-(1-imidazolyl)-5-methylsulfonylbenzoate [obtainable by reacting 2-methyl-4-chloro-5-methyl-sulfonylbenzoic acid with imidazole in the presence of NaH in N-methylpyrrolidone followed by esterification] in 20 ml of methanol is stirred at 500 for 3 hours. Water is then added to the reaction mixture, and the crude product which precipitates out is filtered off with suction and recrystallized from methanol. N-Diaminomethylene-2-methyl-... Starting materials: NC(=N)N (guanidine), [H-].[Na+] (NaH), N1C=NC=C1 (imidazole), CC1=C(C(=O)OC)C=C(C(=C1)N1C=NC=C1)S(=O)(=O)C (methyl 2-methyl-4-(1-imidazolyl)-5-methylsulfonylbenzoate), CC1C(C(=O)O)=CC(=C(C1=S(=O)=O)Cl)C (2-methyl-4-chloro-5-methyl-sulfonylbenzoic acid). Reaction SMILES: [NH2:1][C:2]([NH2:4])=[NH:3].CC1C=C([N:16]2[CH:20]=[CH:19][N:18]=[CH:17]2)C(S(C)(=O)=O)=CC=1C(OC)=O.[CH3:25][CH:26]1[C:34](=[S:35](=[O:37])=[O:36])[C:33](Cl)=[C:32]([CH3:39])[CH:31]=[C:27]1[C:28]([OH:30])=O.N1C=CN=C1.[H-].[Na+]>CN1CCCC1=O.CO.O>[NH2:3][C:2]([NH2:4])=[N:1][C:28](=[O:30])[C:27]1[CH:26]([CH3:25])[C:34](=[S:35](=[O:37])=[O:36])[C:33]([N:16]2[CH:20]=[CH:19][N:18]=[CH:17]2)=[C:32]([CH3:39])[CH:31]=1 |f:4.5|. As a reaction SMILES: [CH3:1][O:2][c:3]1[cH:4][cH:5][c:6]([CH:9]2[CH2:10][CH:11]([CH2:42][C:43]([C:44](=[O:45])[OH:46])([CH3:47])[CH3:48])[N:12]([S:32](=[O:33])(=[O:34])[c:35]3[cH:36][cH:37][c:38]([CH3:41])[cH:39][cH:40]3)[CH2:13][CH:14]2[O:15][CH2:16][c:17]2[cH:18][cH:19][c:20]3[c:21]([cH:31]2)[N:22]([CH2:26][CH2:27][CH2:28][O:29][CH3:30])[CH2:23][CH2:24][O:25]3)[cH:7][cH:8]1.[CH3:49][O:50][CH2:51][CH2:52][NH2:53]>>[CH3:1][O:2][c:3]1[cH:4][cH:5][c:6]([CH:9]2[CH2:10][CH:11]([CH2:42][C:43]([C:44](=[O:45])[NH:53][CH2:52][CH2:51][O:50][CH3:49])([CH3:47])[CH3:48])[N:12]([S:32](=[O:33])(=[O:34])[c:35]3[cH:36][cH:37][c:38]([CH3:41])[cH:39][cH:40]3)[CH2:13][CH:14]2[O:15][CH2:16][c:17]2[cH:18][cH:19][c:20]3[c:21]([cH:31]2)[N:22]([CH2:26][CH2:27][CH2:28][O:29][CH3:30])[CH2:23][CH2:24][O:25]3)[cH:7][cH:8]1. Yields the product COCCCN1CCOc2ccc(COC3CN(S(=O)(=O)c4ccc(C)cc4)C(CC(C)(C)C(=O)NCCOC)CC3c3ccc(OC)cc3)cc21. The reactants are COCCCN1CCOc2ccc(COC3CN(S(=O)(=O)c4ccc(C)cc4)C(CC(C)(C)C(=O)O)CC3c3ccc(OC)cc3)cc21, COCCN. The reactants are O=C([O-])[O-], CC(=O)Cl, CC#N, CN1C(=O)CN=C(c2ccccc2F)c2cc(NC(=O)NCCO)ccc21, [K+], [K+]. Yields the product CC(=O)OCCNC(=O)Nc1ccc2c(c1)C(c1ccccc1F)=NCC(=O)N2C. As a reaction SMILES: [C:32](=[O:33])([O-:34])[O-:35].[CH3:28][C:29]([Cl:30])=[O:31].[CH3:38][C:39]#[N:40].[F:1][c:2]1[c:3]([C:8]2=[N:9][CH2:10][C:11](=[O:27])[N:12]([CH3:26])[c:13]3[c:14]2[cH:15][c:16]([NH:19][C:20](=[O:21])[NH:22][CH2:23][CH2:24][OH:25])[cH:17][cH:18]3)[cH:4][cH:5][cH:6][cH:7]1.[K+:36].[K+:37]>>[F:1][c:2]1[c:3]([C:8]2=[N:9][CH2:10][C:11](=[O:27])[N:12]([CH3:26])[c:13]3[c:14]2[cH:15][c:16]([NH:19][C:20](=[O:21])[NH:22][CH2:23][CH2:24][O:25][C:29]([CH3:28])=[O:31])[cH:17][cH:18]3)[cH:4][cH:5][cH:6][cH:7]1. Reactants: CO, NN, O, O=C1c2ccccc2C(=O)N1CCCOc1cccc(CO)c1. The product is NCCCOc1cccc(CO)c1. As a reaction SMILES: [CH3:27][OH:28].[NH2:25][NH2:26].[OH2:24].[OH:1][CH2:2][c:3]1[cH:4][c:5]([O:6][CH2:7][CH2:8][CH2:9][N:10]2[C:11](=[O:12])[c:13]3[cH:14][cH:15][cH:16][cH:17][c:18]3[C:19]2=[O:20])[cH:21][cH:22][cH:23]1>>[OH:1][CH2:2][c:3]1[cH:4][c:5]([O:6][CH2:7][CH2:8][CH2:9][NH2:10])[cH:21][cH:22][cH:23]1. Starting materials: CC1(OCC2=C(C(=NC=C2C=O)C)O1)C (2,2,8-trimethyl-4H-1,3-dioxino[4,5-c]pyridine-5-carboxaldehyde), C1(=CC=CC=C1)P(C1=CC=CC=C1)C1=CC=CC=C1 (triphenylphosphine), ClC(C(=O)[O-])(F)F.[Na+] (sodium chlorodifluoroacetate). The solvent is COCCOCCOC (diglyme). The product is FC(=CC1=C2C(=C(N=C1)C)OC(OC2)(C)C)F (5-(2,2-difluorovinyl)2,2,8-trimethyl-4H-1,3-dioxino[4,5-c]pyridine). RXN SMILES: [CH3:1][C:2]1([CH3:15])[O:14][C:6]2[C:7]([CH3:13])=[N:8][CH:9]=[C:10]([CH:11]=O)[C:5]=2[CH2:4][O:3]1.C1(P(C2C=CC=CC=2)C2C=CC=CC=2)C=CC=CC=1.Cl[C:36]([F:41])([F:40])C([O-])=O.[Na+]>COCCOCCOC>[F:40][C:36]([F:41])=[CH:11][C:10]1[CH:9]=[N:8][C:7]([CH3:13])=[C:6]2[O:14][C:2]([CH3:15])([CH3:1])[O:3][CH2:4][C:5]=12 |f:2.3|. Reported procedure: A mixture of 0.1 mole of 2,2,8-trimethyl-4H-1,3-dioxino[4,5-c]pyridine-5-carboxaldehyde, 0.11 mole of triphenylphosphine and 0.11 mole of sodium chlorodifluoroacetate in 100 ml. of diglyme is heated under nitrogen at 90° for 24 hours. The reaction mixture is then filtered and concentrated in vacuo. Chromatography of the residue on silica gel and elution with ether-petroleum ether (10-50%) gives 5-(2,2-difluorovinyl)2,2,8-trimethyl-4H-1,3-dioxino[4,5-c]pyridine.